Dataset: the Open Reaction Database (ORD), a public repository of structured organic reaction records. Task: describe an organic reaction: reactants, conditions, products, and yield Starting materials: FC(C(=O)O)(F)F.ClC=1C(=C2C(=NC1)NC(=N2)C2=CC=C(C=C2)CN2CCOCC2)N[C@H]2[C@H]([C@@H]1C=C[C@H]2C1)C(=O)N ((1S,2S,3R,4R)-3-[6-Chloro-2-(4-morpholin-4-ylmethyl-phenyl)-3H-imidazo[4,5-b]pyridine-7-ylamino]-bicyclo[2.2.1]hept-5-ene-2-carboxylic acid amide-trifluoroacetate salt), NC1=NC=C(C(=C1N)N[C@H]1[C@H]([C@@H]2C=C[C@H]1C2)C(=O)N)Cl ((1S,2S,3R,4R)-3-(2,3-Diamino-5-chloro-pyridin-4-ylamino)-bicyclo[2.2.1]hept-5-ene-2-carboxylic acid amide), N1(CCOCC1)C1=CC=C(C=O)C=C1 (4-morpholin-4-yl-benzaldehyde). Yields the product ClC=1C(=C2C(=NC1)NC(=N2)C2=CC=C(C=C2)N2CCOCC2)N[C@H]2[C@H]([C@@H]1C=C[C@H]2C1)C(=O)N ((1S,2S,3R,4R)-3-[6-Chloro-2-(4-morpholin-4-yl-phenyl)-3H-imidazo[4,5-b]pyridine-7-ylamino]-bicyclo[2.2.1]hept-5-ene-2-carboxylic acid amide). The yield is 20.0%. Reaction SMILES: FC(F)(F)C(O)=O.[Cl:8][C:9]1[C:10]([NH:31][C@@H:32]2[C@@H:37]3[CH2:38][C@@H:34]([CH:35]=[CH:36]3)[C@@H:33]2[C:39]([NH2:41])=[O:40])=[C:11]2[N:17]=[C:16]([C:18]3[CH:23]=[CH:22][C:21](CN4CCOCC4)=[CH:20][CH:19]=3)[NH:15][C:12]2=[N:13][CH:14]=1.NC1C(N)=C(N[C@@H]2[C@@H]3C[C@@H](C=C3)[C@@H]2C(N)=O)C(Cl)=CN=1.[N:62]1(C2C=CC(C=O)=CC=2)[CH2:67][CH2:66][O:65][CH2:64][CH2:63]1>>[Cl:8][C:9]1[C:10]([NH:31][C@@H:32]2[C@@H:37]3[CH2:38][C@@H:34]([CH:35]=[CH:36]3)[C@@H:33]2[C:39]([NH2:41])=[O:40])=[C:11]2[N:17]=[C:16]([C:18]3[CH:23]=[CH:22][C:21]([N:62]4[CH2:67][CH2:66][O:65][CH2:64][CH2:63]4)=[CH:20][CH:19]=3)[NH:15][C:12]2=[N:13][CH:14]=1 |f:0.1|. Reported procedure: In the same fashion as for Compound III, (1S,2S,3R,4R)-3-(2,3-Diamino-5-chloro-pyridin-4-ylamino)-bicyclo[2.2.1]hept-5-ene-2-carboxylic acid amide and 4-morpholin-4-yl-benzaldehyde were reacted to produce the title compound (20%). 1H NMR (d-chloroform): 15.43 (br s, 1H), 8.06 (d, J=9 Hz, 1H), 8.00 (d, J=9 Hz, 2H), 7.77 (s, 1H), 7.02 (d, J=9 Hz, 2H), 6.50 (m, 1H), 6.42 (m, 1H), 5.91 (br s, 1H), 5.53 (br s, 1H), 5.40 (t, J=8 Hz, 1H), 3.90 (t, J=5 Hz, 4H), 3.30 (t, J=5 Hz, 4H), 3.17 (s, 1H), 3.04 (... The reactants are C(C(=O)Cl)(=O)Cl (oxalyl chloride), CC1(C(C1(C)C)C(=O)O)C (2,2,3,3-tetramethylcyclopropane carboxylic acid), NC1=CC=C(C=C1)C=1NC2=C(N1)C=C(C=C2)N (2-(4-aminophenyl)-6-amino benzimidazole). The reagents and catalysts are CN(C)C=O (DMF). The solvent is N1=CC=CC=C1 (pyridine). Conditions: temperature 60 celsius. Yields the product C(=O)=C1N=C2C(=N1)C=CC=C2.CC2(CC2(C)C)C.CC2(CC2(C)C)C (Bis-(2,2,3,3-tetramethylcyclopropane) carbonyl benzimidazole). As a reaction SMILES: [C:1](Cl)(=[O:5])[C:2](Cl)=O.[CH3:7][C:8]1([CH3:16])[C:10]([CH3:12])([CH3:11])[CH:9]1C(O)=O.NC1C=CC(C2[NH:25][C:26]3[CH:32]=[CH:31][C:30](N)=[CH:29][C:27]=3[N:28]=2)=CC=1>CN(C=O)C.N1C=CC=CC=1>[C:1](=[C:2]1[N:28]=[C:27]2[CH:29]=[CH:30][CH:31]=[CH:32][C:26]2=[N:25]1)=[O:5].[CH3:7][C:8]1([CH3:16])[C:10]([CH3:12])([CH3:11])[CH2:9]1.[CH3:7][C:8]1([CH3:16])[C:10]([CH3:12])([CH3:11])[CH2:9]1 |f:5.6.7|. Reported procedure: Bis-(2,2,3,3-tetramethylcyclopropane) carbonyl benzimidazole was synthesized as follows: oxalyl chloride (1.07 ml, 2 M in CH2Cl2) was added to 2,2,3,3-tetramethylcyclopropane carboxylic acid (0.305 g, 2.14 mmole) followed by one drop DMF. The mixture was allowed to react at RT for 1 hour. To the above solution was added 2-(4-aminophenyl)-6-amino benzimidazole (0.200 g, 0.89 mmole) in pyridine (2 ml). The reaction was heated to 60° C. overnight. The reaction was cooled and the precipitate filtere... Starting materials: [O-]S(=O)S(=O)[O-].[Na+].[Na+] (Na2S2O4), ClC=1C(=C(C(=NC1)N)[N+](=O)[O-])N1CCN(CC1)CC=1N=C(SC1)C (5-chloro-4-(4-((2-methylthiazol-4-yl)methyl)piperazin-1-yl)-3-nitropyridin-2-amine), CCO (EtOH), C(C)(C)(C)OC(=O)N1CCN(CC1)CC1=CC=C(C=C1)C=O (tert-butyl-4-(4-formylbenzyl)piperazine-1-carboxylate). Reagents/catalysts: N (NH3). Run in C(Cl)Cl (DCM), CN(C)C=O (DMF). Reaction conditions: temperature 85 celsius. Yields the product ClC=1C(=C2C(=NC1)NC(=N2)C2=CC=C(CN1CCN(CC1)C(=O)OC(C)(C)C)C=C2)N2CCN(CC2)CC=2N=C(SC2)C (tert-Butyl 4-(4-(6-Chloro-7-(4-((2-methylthiazol-4-yl)methyl)piperazin-1-yl)-3H-imidazo[4,5-b]pyridin-2-yl)benzyl)piperazine-1-carboxylate). Isolated yield 19.0%. RXN SMILES: [Cl:1][C:2]1[C:3]([N:12]2[CH2:17][CH2:16][N:15]([CH2:18][C:19]3[N:20]=[C:21]([CH3:24])[S:22][CH:23]=3)[CH2:14][CH2:13]2)=[C:4]([N+:9]([O-])=O)[C:5]([NH2:8])=[N:6][CH:7]=1.CCO.[C:28]([O:32][C:33]([N:35]1[CH2:40][CH2:39][N:38]([CH2:41][C:42]2[CH:47]=[CH:46][C:45]([CH:48]=O)=[CH:44][CH:43]=2)[CH2:37][CH2:36]1)=[O:34])([CH3:31])([CH3:30])[CH3:29].[O-]S(S([O-])=O)=O.[Na+].[Na+]>C(Cl)Cl.N.CN(C=O)C>[Cl:1][C:2]1[C:3]([N:12]2[CH2:17][CH2:16][N:15]([CH2:18][C:19]3[N:20]=[C:21]([CH3:24])[S:22][CH:23]=3)[CH2:14][CH2:13]2)=[C:4]2[N:9]=[C:48]([C:45]3[CH:44]=[CH:43][C:42]([CH2:41][N:38]4[CH2:37][CH2:36][N:35]([C:33]([O:32][C:28]([CH3:29])([CH3:31])[CH3:30])=[O:34])[CH2:40][CH2:39]4)=[CH:47][CH:46]=3)[NH:8][C:5]2=[N:6][CH:7]=1 |f:3.4.5|. Reported procedure: To a mixture of 5-chloro-4-(4-((2-methylthiazol-4-yl)methyl)piperazin-1-yl)-3-nitropyridin-2-amine (0.028 g, 0.076 mmol), EtOH (1.3 mL) and DMF (0.18 mL), tert-butyl-4-(4-formylbenzyl)piperazine-1-carboxylate (0.025 g, 0.083 mmol) was added followed by a freshly prepared aqueous solution of Na2S2O4 (1M; 0.23 mL, 0.23 mmol). The reaction mixture was heated at 85° C. for 24 h, then allowed to cool to room temperature and diluted with DCM and a few drops of aqueous NH3 until complete dissolution wa... The product is CCOC(=O)OCC1OC(Oc2nn(C(C)=O)c(C)c2Cc2cc(CC)cs2)C(O)C(O)C1O. The reactants are CCc1csc(Cc2c(OC3OC(CO)C(O)C(O)C3O)nn(C(C)=O)c2C)c1, Cc1cc(C)nc(C)c1, CCOC(=O)Cl, O=C(O)CC(O)(CC(=O)O)C(=O)O. As a reaction SMILES: [C:1]([CH3:2])(=[O:3])[n:4]1[n:5][c:6]([O:18][CH:19]2[CH:20]([OH:21])[CH:22]([OH:23])[CH:24]([OH:25])[CH:26]([CH2:28][OH:29])[O:27]2)[c:7]([CH2:10][c:11]2[s:12][cH:13][c:14]([CH2:16][CH3:17])[cH:15]2)[c:8]1[CH3:9].[CH3:49][c:50]1[cH:51][c:52]([CH3:53])[cH:54][c:55]([CH3:56])[n:57]1.[Cl:30][C:31](=[O:32])[O:33][CH2:34][CH3:35].[OH:36][C:37]([CH2:38][C:39]([C:40](=[O:41])[OH:42])([CH2:43][C:44](=[O:45])[OH:46])[OH:47])=[O:48]>>[C:1]([CH3:2])(=[O:3])[n:4]1[n:5][c:6]([O:18][CH:19]2[CH:20]([OH:21])[CH:22]([OH:23])[CH:24]([OH:25])[CH:26]([CH2:28][O:29][C:31](=[O:32])[O:33][CH2:34][CH3:35])[O:27]2)[c:7]([CH2:10][c:11]2[s:12][cH:13][c:14]([CH2:16][CH3:17])[cH:15]2)[c:8]1[CH3:9]. The reactants are C(C)OC(CN1C[C@@H]([C@H](C1)OC)NC(=O)C=1SC(=CC1)Cl)=O ({(3S,4S)-3-[(5-chloro-thiophene-2-carbonyl)-amino]-4-methoxy-pyrrolidin-1-yl}-acetic acid ethyl ester), NC1=C(C=C(C=C1)N1C(C=NC=C1)=O)F (1-(4-amino-3-fluoro-phenyl)-1H-pyrazin-2-one). The product is FC1=C(C=CC(=C1)N1C(C=NC=C1)=O)NC(=O)CN1C[C@@H]([C@H](C1)OC)NC(=O)C=1SC(=CC1)Cl (5-chloro-thiophene-2-carboxylic acid ((3S,4S)-1-{[2-fluoro-4-(2-oxo-pyrazin-1-yl)-phenylcarbamoyl]-methyl}-4-methoxy-pyrrolidin-3-yl)-amide). RXN SMILES: C(O[C:4](=[O:22])[CH2:5][N:6]1[CH2:10][C@H:9]([O:11][CH3:12])[C@@H:8]([NH:13][C:14]([C:16]2[S:17][C:18]([Cl:21])=[CH:19][CH:20]=2)=[O:15])[CH2:7]1)C.[NH2:23][C:24]1[CH:29]=[CH:28][C:27]([N:30]2[CH:35]=[CH:34][N:33]=[CH:32][C:31]2=[O:36])=[CH:26][C:25]=1[F:37]>>[F:37][C:25]1[CH:26]=[C:27]([N:30]2[CH:35]=[CH:34][N:33]=[CH:32][C:31]2=[O:36])[CH:28]=[CH:29][C:24]=1[NH:23][C:4]([CH2:5][N:6]1[CH2:10][C@H:9]([O:11][CH3:12])[C@@H:8]([NH:13][C:14]([C:16]2[S:17][C:18]([Cl:21])=[CH:19][CH:20]=2)=[O:15])[CH2:7]1)=[O:22]. Procedure details: Using general procedure F {(3S,4S)-3-[(5-chloro-thiophene-2-carbonyl)-amino]-4-methoxy-pyrrolidin-1-yl}-acetic acid ethyl ester (example 25.2) was reacted with 1-(4-amino-3-fluoro-phenyl)-1H-pyrazin-2-one (prepared from 2-fluoro-4-iodoaniline by reaction with 1H-pyrazin-2-one, Cu(I)I, N,N′-dimethylethylenediamine and cesium carbonate in dioxane at 120° C.) to give 5-chloro-thiophene-2-carboxylic acid ((3S,4S)-1-{[2-fluoro-4-(2-oxo-pyrazin-1-yl)-phenylcarbamoyl]-methyl}-4-methoxy-pyrrolidin-3-yl)... Reactants: C(C1=CC=CC=C1)(=O)NC(SC)=NCCCN(C1=NC2=CC=CC=C2C=C1)CC1=CC=C(C=C1)Br (1-benzoyl-3-[3-[N-(4-bromobenzyl)-N-(quinolin-2-yl)amino]-propyl]-2-methylisothiourea), N1C=NC(=C1)CCCN (3-(1H-imidazol-4-yl)propyl amine). Run in N1=CC=CC=C1 (pyridine). The product is BrC1=CC=C(CN(C2=NC3=CC=CC=C3C=C2)CCCNC(=NC(C2=CC=CC=C2)=O)NCCCC=2N=CNC2)C=C1 (1-[3-[N-(4-bromobenzyl)-N-(quinolin-2-yl)amino]propyl]-2-Benzoyl-3-[3-(1H-imidazol-4-yl)propyl]guanidine). Yield: 58.0%. Reaction SMILES: [C:1]([NH:9][C:10](=[N:13][CH2:14][CH2:15][CH2:16][N:17]([CH2:28][C:29]1[CH:34]=[CH:33][C:32]([Br:35])=[CH:31][CH:30]=1)[C:18]1[CH:27]=[CH:26][C:25]2[C:20](=[CH:21][CH:22]=[CH:23][CH:24]=2)[N:19]=1)SC)(=[O:8])[C:2]1[CH:7]=[CH:6][CH:5]=[CH:4][CH:3]=1.[NH:36]1[CH:40]=[C:39]([CH2:41][CH2:42][CH2:43][NH2:44])[N:38]=[CH:37]1>N1C=CC=CC=1>[Br:35][C:32]1[CH:33]=[CH:34][C:29]([CH2:28][N:17]([CH2:16][CH2:15][CH2:14][NH:13][C:10]([NH:44][CH2:43][CH2:42][CH2:41][C:39]2[N:38]=[CH:37][NH:36][CH:40]=2)=[N:9][C:1](=[O:8])[C:2]2[CH:7]=[CH:6][CH:5]=[CH:4][CH:3]=2)[C:18]2[CH:27]=[CH:26][C:25]3[C:20](=[CH:21][CH:22]=[CH:23][CH:24]=3)[N:19]=2)=[CH:30][CH:31]=1. Procedure: To a solution of the above isothiourea (5.0 g, 9.133 mmol) in dry pyridine (70 ml) was added 3-(1H-imidazol-4-yl)propyl amine (1.26 g, 10.05 mmol) and the resulting mixture was stirred at reflux temperature for 10 h followed by stirring at room temperature for 48 h. The solvent was evaporated in vacuo and the residue was purified by column chromatography on silica gel (600 ml) using a mixture of dichloromethane/methanol/triethylamine 9:0.5:0.5 as eluent affording 3.31 g (58%) of the title compou... Yields the product Cc1ccc(Nc2ccc(OCc3ccccc3)cc2)c([N+](=O)[O-])c1. As a reaction SMILES: [C:28](=[O:29])([O-:30])[O-:31].[CH2:12]([c:13]1[cH:14][cH:15][cH:16][cH:17][cH:18]1)[O:19][c:20]1[cH:21][cH:22][c:23]([Br:26])[cH:24][cH:25]1.[CH3:1][c:2]1[cH:3][c:4]([N+:9](=[O:10])[O-:11])[c:5]([NH2:6])[cH:7][cH:8]1.[CH3:34][c:35]1[c:36]([CH3:37])[cH:38][cH:39][cH:40][cH:41]1.[I-:27].[K+:32].[K+:33]>>[CH3:1][c:2]1[cH:3][c:4]([N+:9](=[O:10])[O-:11])[c:5]([NH:6][c:23]2[cH:22][cH:21][c:20]([O:19][CH2:12][c:13]3[cH:14][cH:15][cH:16][cH:17][cH:18]3)[cH:25][cH:24]2)[cH:7][cH:8]1. The reactants are O=C([O-])[O-], Brc1ccc(OCc2ccccc2)cc1, Cc1ccc(N)c([N+](=O)[O-])c1, Cc1ccccc1C, [I-], [K+], [K+]. Reactants: CCOC(=O)C (EtOAc), FC=1C(=NC=CC1)C=O (3-fluoropicolinaldehyde), CC(C)(C)[S@](=O)N ((S)-2-methylpropane-2-sulfinamide). The reagents and catalysts are S(=O)(=O)([O-])[O-].[Cu+2] (copper sulfate). Run in C(Cl)Cl (DCM), petroleum ether. Conditions: time 3 hour. Product: FC=1C(=NC=CC1)\C=N\[S@@](=O)C(C)(C)C ((S,E)-N-((3-Fluoropyridin-2-yl)methylene)-2-methylpropane-2-sulfinamide), sulfinamide. As a reaction SMILES: [F:1][C:2]1[C:3]([CH:8]=O)=[N:4][CH:5]=[CH:6][CH:7]=1.[CH3:10][C:11]([S@@:14]([NH2:16])=[O:15])([CH3:13])[CH3:12].CCOC(C)=O>C(Cl)Cl.S([O-])([O-])(=O)=O.[Cu+2]>[F:1][C:2]1[C:3](/[CH:8]=[N:16]/[S@:14]([C:11]([CH3:13])([CH3:12])[CH3:10])=[O:15])=[N:4][CH:5]=[CH:6][CH:7]=1 |f:4.5|. Reported procedure: A mixture of 3-fluoropicolinaldehyde (300 g, 2400 mmol), copper sulfate (572 g, 3600 mmol) and (S)-2-methylpropane-2-sulfinamide (319 g, 2640 mmol) in DCM (3 L) in a 10 L 3-neck round bottom flask was stirred for 3 h at rt. The progress of the reaction was monitored by TLC (30% EtOAc in petroleum ether). After completion of reaction, the solid was filtered off and the filtrate was concentrated under vacuum. The initially obtained product was purified by column chromatography using silica (60-120... The reactants are Cc1cc(N)ccc1Br, O=C1OCc2ccccc21. The product is Cc1cc(N2Cc3ccccc3C2=O)ccc1Br. Reaction SMILES: [Br:1][c:2]1[c:3]([CH3:9])[cH:4][c:5]([NH2:6])[cH:7][cH:8]1.[C:10]1(=[O:11])[O:12][CH2:13][c:14]2[cH:15][cH:16][cH:17][cH:18][c:19]21>>[Br:1][c:2]1[c:3]([CH3:9])[cH:4][c:5]([N:6]2[C:10](=[O:11])[c:19]3[c:14]([cH:15][cH:16][cH:17][cH:18]3)[CH2:13]2)[cH:7][cH:8]1.